From a dataset of the Open Reaction Database (ORD), a public repository of structured organic reaction records. describe an organic reaction: reactants, conditions, products, and yield The reactants are BrC1=CC=CC2=C1C(N1[C@H](C=3N2C=NC3C(=O)OC(C)(C)C)CC1)=O (tert.butyl (S)-8-bromo-12,12a-dihydro-9-oxo-9H,11H-azeto[2,1-c]imidazo[1,5-a][1,4]benzodiazepine-1-carboxylate), C1(CCCCC1)O (cyclohexanol), Cl (hydrochloric acid). Reagents/catalysts: CCO.CCO.CCO.CCO.[Ti] (tetraethyl orthotitanate). Solvent: O (water). The product is BrC1=CC=CC2=C1C(N1[C@H](C=3N2C=NC3C(=O)OC3CCCCC3)CC1)=O (cyclohexyl (S)-8-bromo-12,12a-dihydro-9-oxo-9H,11H-azeto[2,1-c]imidazo[1,5-a][1,4]benzodiazepine-1-carboxylate). Reaction SMILES: [Br:1][C:2]1[C:7]2[C:8](=[O:25])[N:9]3[CH2:24][CH2:23][C@H:10]3[C:11]3[N:12]([CH:13]=[N:14][C:15]=3[C:16]([O:18][C:19]([CH3:22])(C)[CH3:20])=[O:17])[C:6]=2[CH:5]=[CH:4][CH:3]=1.[CH:26]1(O)[CH2:31]CCC[CH2:27]1.Cl>CCO.CCO.CCO.CCO.[Ti].O>[Br:1][C:2]1[C:7]2[C:8](=[O:25])[N:9]3[CH2:24][CH2:23][C@H:10]3[C:11]3[N:12]([CH:13]=[N:14][C:15]=3[C:16]([O:18][CH:19]3[CH2:20][CH2:31][CH2:26][CH2:27][CH2:22]3)=[O:17])[C:6]=2[CH:5]=[CH:4][CH:3]=1 |f:3.4.5.6.7|. Procedure: 8 g (20 mmol) of tert.butyl (S)-8-bromo-12,12a-dihydro-9-oxo-9H,11H-azeto[2,1-c]imidazo[1,5-a][1,4]benzodiazepine-1-carboxylate, 25 g (250 mmol) of cyclohexanol and 1.8 g (8 mmol) of tetraethyl orthotitanate are stirred at 120° overnight, the excess cyclohexanol is removed in a water-jet vacuum and the residue is taken up in chloroform. The solution obtained is stirred for 0.5 hour with 40 ml of a 1:1 mixture of concentrated hydrochloric acid and water, the organic phase is separated, washed onc... The reactants are COC(C(C)C1=CC(=C(C=C1)CC1C(CCC1)=O)Cl)=O (methyl-2-[3-chloro-4-(2-oxocyclopentane-1-yl methyl)phenyl]propionate), [OH-].[K+] (potassium hydroxide), Cl (hydrochloric acid). The solvent is CO (methanol). The product is ClC=1C=C(C=CC1CC1C(CCC1)=O)C(C(=O)O)C (2-[3-chloro-4-(2-oxocyclopentane-1-yl methyl)phenyl]propionic acid). Isolated yield 88.2%. As a reaction SMILES: C[O:2][C:3](=[O:20])[CH:4]([C:6]1[CH:11]=[CH:10][C:9]([CH2:12][CH:13]2[CH2:17][CH2:16][CH2:15][C:14]2=[O:18])=[C:8]([Cl:19])[CH:7]=1)[CH3:5].[OH-].[K+].Cl>CO>[Cl:19][C:8]1[CH:7]=[C:6]([CH:4]([CH3:5])[C:3]([OH:20])=[O:2])[CH:11]=[CH:10][C:9]=1[CH2:12][CH:13]1[CH2:17][CH2:16][CH2:15][C:14]1=[O:18] |f:1.2|. Procedure: 5 g of methyl-2-[3-chloro-4-(2-oxocyclopentane-1-yl methyl)phenyl]propionate were incorporated with 80 ml of an aqueous methanol containing 2.9 g of potassium hydroxide and then refluxed under heat for two hours. After the completion of the reaction, the reaction mixture obtained was treated to concentrate the solvent at a reduced pressure, incorporated with 50 ml of water, washed with 50 ml of ethyl acetate, after which the aqueous layer obtained was adjusted to a pH of 2 with conc. hydrochlori... Reactants: ClCC=1N=C(SC1)NCC1=C(C=C(C=C1)OC)OC (4-(chloromethyl)-N-(2,4-dimethoxybenzyl)thiazol-2-amine), FC=1C=C(CN=C=O)C=CC1 (3-fluorobenzylisocyanate). The solvent is C(Cl)Cl (DCM). Run at time 8 hour. The product is ClCC=1N=C(SC1)N(C(=O)NCC1=CC(=CC=C1)F)CC1=C(C=C(C=C1)OC)OC (1-(4-(Chloromethyl)thiazol-2-yl)-1-(2,4-dimethoxybenzyl)-3-(3-fluorobenzyl)urea). Reaction SMILES: [Cl:1][CH2:2][C:3]1[N:4]=[C:5]([NH:8][CH2:9][C:10]2[CH:15]=[CH:14][C:13]([O:16][CH3:17])=[CH:12][C:11]=2[O:18][CH3:19])[S:6][CH:7]=1.[F:20][C:21]1[CH:22]=[C:23]([CH:28]=[CH:29][CH:30]=1)[CH2:24][N:25]=[C:26]=[O:27]>C(Cl)Cl>[Cl:1][CH2:2][C:3]1[N:4]=[C:5]([N:8]([CH2:9][C:10]2[CH:15]=[CH:14][C:13]([O:16][CH3:17])=[CH:12][C:11]=2[O:18][CH3:19])[C:26]([NH:25][CH2:24][C:23]2[CH:28]=[CH:29][CH:30]=[C:21]([F:20])[CH:22]=2)=[O:27])[S:6][CH:7]=1. Procedure: The 4-(chloromethyl)-N-(2,4-dimethoxybenzyl)thiazol-2-amine was dissolved in DCM (50 ml) and 3-fluorobenzylisocyanate (1.2 eq.) was added and stirred overnight. The mixture was concentrated and the residue was purified on a column using 0-100% gradient of EtOAc and hexanes to give the title compound. The reactants are FC1=CC=C(C=2N=C(SC21)C=2C(=NC=C(C2)C=2C=NN(C2)C2CCNCC2)N)C(F)(F)F (3-(7-fluoro-4-trifluoromethylbenzothiazol-2-yl)-5-(1-piperidin-4-yl-1H-pyrazol-4-yl)-pyridin-2-ylamine), IC=1SC2=C(N1)C=C(C=C2)OC (2-iodo-5-methoxy-1,3-benzothiazole). Yields the product COC=1C=CC2=C(N=C(S2)C=2C(=NC=C(C2)C=2C=NN(C2)C2CCNCC2)N)C1 (3-(5-Methoxybenzothiazol-2-yl)-5-(1-piperidin-4-yl-1H-pyrazol-4-yl)-pyridin-2-ylamine). RXN SMILES: F[C:2]1[C:10]2[S:9][C:8]([C:11]3[C:12]([NH2:28])=[N:13][CH:14]=[C:15]([C:17]4[CH:18]=[N:19][N:20]([CH:22]5[CH2:27][CH2:26][NH:25][CH2:24][CH2:23]5)[CH:21]=4)[CH:16]=3)=[N:7][C:6]=2[C:5](C(F)(F)F)=[CH:4][CH:3]=1.IC1SC2C=C[C:40]([O:43]C)=CC=2N=1>>[CH3:40][O:43][C:4]1[CH:3]=[CH:2][C:10]2[S:9][C:8]([C:11]3[C:12]([NH2:28])=[N:13][CH:14]=[C:15]([C:17]4[CH:18]=[N:19][N:20]([CH:22]5[CH2:27][CH2:26][NH:25][CH2:24][CH2:23]5)[CH:21]=4)[CH:16]=3)=[N:7][C:6]=2[CH:5]=1. Procedure details: Following the procedure for 3-(7-fluoro-4-trifluoromethylbenzothiazol-2-yl)-5-(1-piperidin-4-yl-1H-pyrazol-4-yl)-pyridin-2-ylamine, using 2-iodo-5-methoxy-1,3-benzothiazole and conducting the Suzuki coupling at 55° C. for 4 h, the title compound was obtained as a yellow solid. 1H NMR (400 MHz, CD3OD): δ=8.75 (s, 1H), 8.40 (s, 1H), 8.34 (s, 1H), 8.06 (s, 1H), 7.95 (d, J=8.8 Hz, 1H), 7.69 (d, J=2.4 Hz, 1H), 7.21 (dd, J=2.4, 8.8 Hz, 1H), 4.67 (m, 1H), 3.94 (s, 3H), 3.59-3.62 (m, 2H), 3.25-3.27 (m, ... Starting materials: C(C)(C)NC(C)C (diisopropylamine), C(CCC)[Li] (n-butyllithium), CI (methyl iodide), C1(CCCCCC1)C(=O)O (cycloheptanecarboxylic acid). Run in C1CCOC1 (THF), O.CCOCC (water ether). Conditions: temperature -78 celsius, time 10 minute. Product: CC1(CCCCCC1)C(=O)O (1-methylcycloheptanecarboxylic acid). RXN SMILES: [CH:1](NC(C)C)(C)C.C([Li])CCC.[CH:13]1([C:20]([OH:22])=[O:21])[CH2:19][CH2:18][CH2:17][CH2:16][CH2:15][CH2:14]1.CI>C1COCC1.O.CCOCC>[CH3:1][C:13]1([C:20]([OH:22])=[O:21])[CH2:19][CH2:18][CH2:17][CH2:16][CH2:15][CH2:14]1 |f:5.6|. Procedure details: To a stirred solution of diisopropylamine (7.47 g, 73.8 mmol) in dry THF at -78° C. under nitrogen was added n-butyllithium(2.5M, 29.5 ml, 73 8 mmol). The mixture was stirred for 10 minutes before cycloheptanecarboxylic acid (2.10 g, 14.8 mmol) was added dropwise and the reaction stirred at -78° C. for a further 10 minutes before refluxing for a further 2 hours. The reaction was cooled to 0° C. and methyl iodide (5.76 g, 40.6 ml) was added dropwise before refluxing for a further 1 hour before co... Starting materials: FC1=C(C=CC(=C1)F)C1=CC=C(C=C1)[C@H](C)N1C(O[C@](CC1)(C1=CC=C(C=C1)F)CC(=O)N)=O (2-((S)-3-((S)-1-(2′,4′-difluorobiphenyl-4-yl)ethyl)-6-(4-fluorophenyl)-2-oxo-1,3-oxazinan-6-yl)acetamide), C(=O)(C(F)(F)F)OC(=O)C(F)(F)F (TFAA). Solvent: C(Cl)Cl (CH2Cl2), CCN(C(C)C)C(C)C (DIEA). Run at time 2 hour. Product: FC1=C(C=CC(=C1)F)C1=CC=C(C=C1)[C@H](C)N1C(O[C@](CC1)(C1=CC=C(C=C1)F)CC#N)=O (2-((S)-3-((S)-1-(2′,4′-difluorobiphenyl-4-yl)ethyl)-6-(4-fluorophenyl)-2-oxo-1,3-oxazinan-6-yl)acetonitrile). Isolated yield 69.4%. As a reaction SMILES: [F:1][C:2]1[CH:7]=[C:6]([F:8])[CH:5]=[CH:4][C:3]=1[C:9]1[CH:14]=[CH:13][C:12]([C@@H:15]([N:17]2[CH2:22][CH2:21][C@:20]([CH2:30][C:31]([NH2:33])=O)([C:23]3[CH:28]=[CH:27][C:26]([F:29])=[CH:25][CH:24]=3)[O:19][C:18]2=[O:34])[CH3:16])=[CH:11][CH:10]=1.C(OC(C(F)(F)F)=O)(C(F)(F)F)=O>C(Cl)Cl.CCN(C(C)C)C(C)C>[F:1][C:2]1[CH:7]=[C:6]([F:8])[CH:5]=[CH:4][C:3]=1[C:9]1[CH:14]=[CH:13][C:12]([C@@H:15]([N:17]2[CH2:22][CH2:21][C@:20]([CH2:30][C:31]#[N:33])([C:23]3[CH:28]=[CH:27][C:26]([F:29])=[CH:25][CH:24]=3)[O:19][C:18]2=[O:34])[CH3:16])=[CH:11][CH:10]=1. Procedure: To a solution of 2-((S)-3-((S)-1-(2′,4′-difluorobiphenyl-4-yl)ethyl)-6-(4-fluorophenyl)-2-oxo-1,3-oxazinan-6-yl)acetamide (60 mg, 0.128 mmol) in anhydrous CH2Cl2 (4 mL) and DIEA (0.3 mL) was added TFAA (55 mg, 0.256 mmol) at 0□. The mixture was stirred for 2 h. The solvent was removed under reduced pressure, and the residue was purified by preparative TLC to afford 2-((S)-3-((S)-1-(2′,4′-difluorobiphenyl-4-yl)ethyl)-6-(4-fluorophenyl)-2-oxo-1,3-oxazinan-6-yl)acetonitrile (40 mg, 82%). LC-MS Meth... Reactants: [Al+3], c1ccc2c(c1)CCC2, ClCCl, [Cl-], [Cl-], [Cl-], O=C(Cl)CCCl. The product is O=C(CCCl)c1ccc2c(c1)CCC2. RXN SMILES: [Al+3:17].[CH2:1]1[CH2:2][c:3]2[cH:4][cH:5][cH:6][cH:7][c:8]2[CH2:9]1.[CH2:20]([Cl:21])[Cl:22].[Cl-:16].[Cl-:18].[Cl-:19].[Cl:10][CH2:11][CH2:12][C:13](=[O:14])[Cl:15]>>[CH2:1]1[CH2:2][c:3]2[cH:4][c:5]([C:13]([CH2:12][CH2:11][Cl:10])=[O:14])[cH:6][cH:7][c:8]2[CH2:9]1. The reactants are N1CCC2(CC1)CSC1=C(O2)C2=CC=CC=C2C(C1=O)=O (spiro[naphtho[1,2-b][1,4]oxathiine-2,4′-piperidine]-5,6-dione), C(C1=CC=CC=C1)[C@H]1OC1 ((2R)-2-benzyloxirane). The product is O[C@@H](CN1CCC2(CC1)CSC1=C(O2)C2=CC=CC=C2C(C1=O)=O)CC1=CC=CC=C1 (1′-[(2R)-2-hydroxy-3-phenylpropyl]spiro[naphtho[1,2-b][1,4]oxathiine-2,4′-piperidine]-5,6-dione). Reaction SMILES: [NH:1]1[CH2:6][CH2:5][C:4]2([O:11][C:10]3[C:12]4[C:17]([C:18](=[O:21])[C:19](=[O:20])[C:9]=3[S:8][CH2:7]2)=[CH:16][CH:15]=[CH:14][CH:13]=4)[CH2:3][CH2:2]1.[CH2:22]([C@@H:29]1[CH2:31][O:30]1)[C:23]1[CH:28]=[CH:27][CH:26]=[CH:25][CH:24]=1>>[OH:30][C@H:29]([CH2:22][C:23]1[CH:28]=[CH:27][CH:26]=[CH:25][CH:24]=1)[CH2:31][N:1]1[CH2:2][CH2:3][C:4]2([O:11][C:10]3[C:12]4[C:17]([C:18](=[O:21])[C:19](=[O:20])[C:9]=3[S:8][CH2:7]2)=[CH:16][CH:15]=[CH:14][CH:13]=4)[CH2:5][CH2:6]1. Reported procedure: Compound 186 was synthesized using spiro[naphtho[1,2-b][1,4]oxathiine-2,4′-piperidine]-5,6-dione, (2R)-2-benzyloxirane and conditions outlined in procedure Y. M.p.=82-84° C.; 400 MHz 1H NMR (DMSO) δ: 7.92-7.88 (m, 1H), 7.8-7.74 (m, 2H), 7.6-7.52 (m, 1H), 7.3-7.14 (m, 5H), 4.44 (brd, J=4.4 Hz, 1H), 3.9-3.8 (m, 1H), 3.07 (s, 2H), 2.82-2.7 (m, 3H), 2.64-2.56 (m, 1H), 2.46-2.28 (m, 4H), 2.04-1.94 (m, 2H), 1.88-1.76 (m, 2H); LCMS: 436 [M+H]; enantiomeric excess determined from chiral HPLC: >99%; Chir... The reactants are CC(C1=CC=C(C=C1)CCCCCCCC)=NC1=CC=CC=C1 (N-(α-methyl-p-octyl benzylidene) aniline). The reagents and catalysts are [Pd] (Pd/C). Run in C(C)O (ethanol). The product is CC(C1=CC=C(C=C1)CCCCCCCC)NC1=CC=CC=C1 (N-(α-methyl-p-octyl-benzyl)aniline). Yield: 82.1%. RXN SMILES: [CH3:1][C:2](=[N:17][C:18]1[CH:23]=[CH:22][CH:21]=[CH:20][CH:19]=1)[C:3]1[CH:8]=[CH:7][C:6]([CH2:9][CH2:10][CH2:11][CH2:12][CH2:13][CH2:14][CH2:15][CH3:16])=[CH:5][CH:4]=1>[Pd].C(O)C>[CH3:1][CH:2]([NH:17][C:18]1[CH:19]=[CH:20][CH:21]=[CH:22][CH:23]=1)[C:3]1[CH:8]=[CH:7][C:6]([CH2:9][CH2:10][CH2:11][CH2:12][CH2:13][CH2:14][CH2:15][CH3:16])=[CH:5][CH:4]=1. Procedure: N-(α-methyl-p-octyl benzylidene) aniline (49 g), prepared by the procedure described in Example IA was hydrogenated using 5% Pd/C as the catalyst and 95% ethanol as the solvent. N-(α-methyl-p-octyl-benzyl)aniline (II) (40.5 g) was obtained by fractional distillation. The desired product II had a boiling point of 173° to 178° C. at 0.025 millimeter. The reactants are C(C)(C)(C)[Li] (tert-butyl lithium), CNC(C1=CC=CC=C1)=O (N-methylbenzamide), C(C1=CC=CC=C1)OC(=O)N1CCC(CC1)=O (1-benzyloxycarbonyl-4-piperidone). Solvent: O1CCCC1 (tetrahydrofuran), O1CCCC1 (tetrahydrofuran). Run at temperature 0 celsius, time 1 hour. The product is C(C1=CC=CC=C1)OC(=O)N1CCC2(CC1)OC(C1=CC=CC=C12)=O (1'-Benzyloxycarbonyl-3-oxospiro[isobenzofuran-1(3H),4'-piperidine]). The yield is 553.5%. Reaction SMILES: CN[C:3](=[O:10])[C:4]1[CH:9]=[CH:8][CH:7]=[CH:6][CH:5]=1.C([Li])(C)(C)C.[CH2:16]([O:23][C:24]([N:26]1[CH2:31][CH2:30][C:29](=[O:32])[CH2:28][CH2:27]1)=[O:25])[C:17]1[CH:22]=[CH:21][CH:20]=[CH:19][CH:18]=1>O1CCCC1>[CH2:16]([O:23][C:24]([N:26]1[CH2:31][CH2:30][C:29]2([C:9]3[C:4](=[CH:5][CH:6]=[CH:7][CH:8]=3)[C:3](=[O:10])[O:32]2)[CH2:28][CH2:27]1)=[O:25])[C:17]1[CH:22]=[CH:21][CH:20]=[CH:19][CH:18]=1. Procedure details: A solution of N-methylbenzamide (0.38 g) in 200 mL of anhydrous tetrahydrofuran was cooled to -78° C. and treated with tert-butyl lithium (30 mL, 1.7M). At the end of the addition, the reaction mixture was allowed to warm to 0° C. and stirred at this temperature for 1 hour and then cooled back to -78° C. After treatment with a solution of 1-benzyloxycarbonyl-4-piperidone (5.83 g) in 2 mL of tetrahydrofuran, the reaction mixture was stirred at -78° C. for 40 minutes and then quenched with 300 mL ...